From a dataset of the Open Reaction Database (ORD), a public repository of structured organic reaction records. describe an organic reaction: reactants, conditions, products, and yield Reactants: FC(OC=1C=C(C=CC1)B(O)O)(F)F (3-trifluoromethoxyphenylboronic acid), OC(C)(C)C(C)(C)O (pinacol). Yields the product CC1(OB(OC1(C)C)C1=CC(=CC=C1)OC(F)(F)F)C (4,4,5,5-Tetramethyl-2-(3-trifluoromethoxyphenyl)-[1,3,2]dioxaborolane). Yield: 25.0%. Reaction SMILES: [F:1][C:2]([F:14])([F:13])[O:3][C:4]1[CH:5]=[C:6]([B:10]([OH:12])[OH:11])[CH:7]=[CH:8][CH:9]=1.O[C:16]([C:19](O)([CH3:21])[CH3:20])([CH3:18])[CH3:17]>>[CH3:17][C:16]1([CH3:18])[C:19]([CH3:21])([CH3:20])[O:12][B:10]([C:6]2[CH:7]=[CH:8][CH:9]=[C:4]([O:3][C:2]([F:1])([F:13])[F:14])[CH:5]=2)[O:11]1. Reported procedure: The title compound (25%, oil) was prepared from 3-trifluoromethoxyphenylboronic acid and pinacol. Starting materials: Cl (HCl), C(C)(=O)OCC (ethyl acetate), COC(=O)C1=CC=C(C(=O)O)C=C1 (4-Methoxycarbonyl-benzoic acid), C1(=CC=CC=C1)S(=O)(=O)N (benzenesulfonamide), CCN=C=NCCCN(C)C (EDCI). The reagents and catalysts are CN(C)C=1C=CN=CC1 (DMAP). Run in ClCCl (dichloromethane). Run at time 18 hour. The product is C1(=CC=CC=C1)S(=O)(=O)NC1=CC(C(C(=O)OC)C=C1)=C=O (methyl 4-phenylsulfonamido-carbonyl-benzoate). The yield is 98.0%. As a reaction SMILES: [CH3:1][O:2][C:3]([C:5]1[CH:13]=[CH:12][C:8](C(O)=O)=[CH:7][CH:6]=1)=[O:4].[C:14]1([S:20]([NH2:23])(=[O:22])=[O:21])[CH:19]=[CH:18][CH:17]=[CH:16][CH:15]=1.CCN=C=NCCCN(C)C.Cl.[C:36](OCC)(=[O:38])C>ClCCl.CN(C1C=CN=CC=1)C>[C:14]1([S:20]([NH:23][C:8]2[CH:7]=[CH:6][CH:5]([C:3]([O:2][CH3:1])=[O:4])[C:13](=[C:36]=[O:38])[CH:12]=2)(=[O:22])=[O:21])[CH:19]=[CH:18][CH:17]=[CH:16][CH:15]=1. Procedure: 4-Methoxycarbonyl-benzoic acid (from Preparation 11) (5.0 g, 28 mmol) was dissolved in 100 mL of anhydrous dichloromethane. After the addition of DMAP (3.39 g, 28 mmol) and benzenesulfonamide (4.36 g, 28 mmol), EDCI (5.85 g, 31 mmol) was gradually added to the stirred mixture. After 18 hours at room temperature, rotary evaporation of the mixture gave a residue which was mixed with ethyl acetate and 1 N HCl. The organic phase was washed with water (1×) and brine (2×), dried (Na2SO4), rotary evapo... The reactants are [Cl-].[Li+] (lithium chloride), FC(COS(=O)(=O)C1=CC=C(C=C1)C)(C(C(F)(F)F)(F)F)F (2,2,3,3,4,4,4-heptafluorobutyl-p-toluenesulfonate). The solvent is CN1C(CCC1)=O (N-methylpyrrolidone). The product is ClCC(C(C(F)(F)F)(F)F)(F)F (1-chloro-2,2,3,3,4,4,4-heptafluorobutane). As a reaction SMILES: [Cl-:1].[Li+].[F:3][C:4]([F:24])([C:17]([F:23])([F:22])[C:18]([F:21])([F:20])[F:19])[CH2:5]OS(C1C=CC(C)=CC=1)(=O)=O>CN1CCCC1=O>[Cl:1][CH2:5][C:4]([F:24])([F:3])[C:17]([F:23])([F:22])[C:18]([F:21])([F:20])[F:19] |f:0.1|. Procedure: For example, to prepare 1,1-dichloro-2,2,3,3,4,4,4-heptafluorobutane, 2,2,3,3,4,4,4-heptafluorobutanol and p-toluenesulfonyl chloride are reacted to form 2,2,3,3,4,4,4-heptafluorobutyl-p-toluenesulfonate. Then, N-methylpyrrolidone, lithium chloride, and the 2,2,3,3,4,4,4-heptafluorobutyl-p-toluenesulfonate are reacted to form 1-chloro-2,2,3,3,4,4,4-heptafluorobutane. Finally, chlorine and the 1-chloro-2,2,3,3,4,4,4-heptafluorobutane are reacted to form the 1,1-dichloro-2,2,3,3,4,4,4-heptafluorob... The reactants are C(C#C)N (propargylamine), Cl.ClCCNC1=CC(=CC=C1)C(F)(F)F (N-(2-Chloro-ethyl)-3-trifluoromethyl-aniline hydrochoride). The solvent is C(Cl)Cl (methylene chloride). Yields the product C(C#C)NCCNC1=CC(=CC=C1)C(F)(F)F (N-Propargyl-N'-(3-trifluoromethyl-phenyl)-ethylene diamine). Reaction SMILES: [CH2:1]([NH2:4])[C:2]#[CH:3].Cl.Cl[CH2:7][CH2:8][NH:9][C:10]1[CH:15]=[CH:14][CH:13]=[C:12]([C:16]([F:19])([F:18])[F:17])[CH:11]=1>C(Cl)Cl>[CH2:1]([NH:4][CH2:7][CH2:8][NH:9][C:10]1[CH:15]=[CH:14][CH:13]=[C:12]([C:16]([F:17])([F:18])[F:19])[CH:11]=1)[C:2]#[CH:3] |f:1.2|. Reported procedure: 16.5 g of (0.3 mol) of propargylamine were dissolved in 100 ml of absolute methylene chloride, and the solution was admixed at room temperature in portions with the N-(2-chloro-ethyl)-3-(trifluoromethyl)-aniline hydrochloride obtained in step 3.1. While monitoring by chromatography, the mixture was heated until the reaction had gone to completion. After the reaction had ended, the reaction solution were extracted with the calculated quantity of sodium carbonate solution. After drying with sodium... Reactants: solution, Cl (hydrochloric acid), [OH-].[Li+] (lithium hydroxide), COC(C1=CC(=CC=C1)OCC(NC1=CC(=CC=C1)C#N)=O)=O (3-[(3-cyano-phenylcarbamoyl)-methoxy]-benzoic acid methyl ester), CO (MeOH). Solvent: O (water). Conditions: time 15 hour. Product: C(#N)C=1C=C(C=CC1)NC(=O)COC=1C=C(C(=O)O)C=CC1 (3-[(3-cyano-phenylcarbamoyl)-methoxy]-benzoic acid). Isolated yield 70.8%. As a reaction SMILES: [OH-].[Li+].C[O:4][C:5](=[O:25])[C:6]1[CH:11]=[CH:10][CH:9]=[C:8]([O:12][CH2:13][C:14](=[O:24])[NH:15][C:16]2[CH:21]=[CH:20][CH:19]=[C:18]([C:22]#[N:23])[CH:17]=2)[CH:7]=1.CO.Cl>O>[C:22]([C:18]1[CH:17]=[C:16]([NH:15][C:14]([CH2:13][O:12][C:8]2[CH:7]=[C:6]([CH:11]=[CH:10][CH:9]=2)[C:5]([OH:25])=[O:4])=[O:24])[CH:21]=[CH:20][CH:19]=1)#[N:23] |f:0.1|. Procedure: Add lithium hydroxide (0.15 g, 6.3 mmol) to a suspension of 3-[(3-cyano-phenylcarbamoyl)-methoxy]-benzoic acid methyl ester (0.94 g, 3.1 mmol) in a 1:1 mixture of MeOH:water (30 mL). Stir the mixture at room temperature for 15 h then adjust the pH of the reaction to slightly acidic by the addition of a 2 N solution of hydrochloric acid. A solid precipitates from solution. Collect by filtration, wash with water, and dry on the filter pad to provide 0.650 g of 3-[(3-cyano-phenylcarbamoyl)-methoxy]... Reactants: 12-tungstophosphoric acid, CC(C)=C (isobutylene). Solvent: O (water). Product: CC(C)=C (isobutylene), CC(=C)CC(C)(C)C (diisobutylene). RXN SMILES: [CH3:1][C:2](=[CH2:4])[CH3:3]>O>[CH3:3][C:2](=[CH2:1])[CH3:4].[CH3:4][C:2]([CH2:3][C:2]([CH3:4])([CH3:3])[CH3:1])=[CH2:1]. Reported procedure: The apparatus as shown in FIG. 2 was employed in this Example. Reactor I employed had a 120 ml reaction zone and two separation zones, one at the upper portion of the reaction zone and the other at the lower portion of the reaction zone and the reaction zone was divided into 7 compartments and each compartment was stirred with a flat stirring paddle. The same so-called spent B-B fraction as in Example 3 was fed at a rate of 50 ml per hour to the lowest compartment of reactor I through line 1 and...